This data is from the Open Reaction Database (ORD), a public repository of structured organic reaction records. The task is: describe an organic reaction: reactants, conditions, products, and yield The reactants are Cl (hydrochloric acid), BrC=1C=C2C3(C(N(C2=CC1)C)=O)CC3 (5′-bromo-1′-methylspiro[cyclopropane-1,3′-indolin]-2′-one), C(C1=CC=CC=C1)(C1=CC=CC=C1)=N (benzophenone imine), C([O-])([O-])=O.[Cs+].[Cs+] (cesium carbonate), C1(=CC=CC=C1)P(C1=C(C2=CC=CC=C2C=C1)C1=C(C=CC2=CC=CC=C12)P(C1=CC=CC=C1)C1=CC=CC=C1)C1=CC=CC=C1 ((±)-2,2′-bis(diphenylphosphino)-1,1′-binaphthalene). The reagents and catalysts are C=1C=CC(=CC1)/C=C/C(=O)/C=C/C2=CC=CC=C2.C=1C=CC(=CC1)/C=C/C(=O)/C=C/C2=CC=CC=C2.C=1C=CC(=CC1)/C=C/C(=O)/C=C/C2=CC=CC=C2.[Pd].[Pd] (tris(dibenzylideneacetone)dipalladium(0)). The solvent is C1CCOC1 (THF), CCOC(=O)C (EtOAc), O1CCOCC1 (dioxane). Yields the product NC=1C=C2C3(C(N(C2=CC1)C)=O)CC3 (5′-amino-1′-methylspiro[cyclopropane-1,3′-indolin]-2′-one). The yield is 93.0%. Reaction SMILES: Br[C:2]1[CH:3]=[C:4]2[C:8](=[CH:9][CH:10]=1)[N:7]([CH3:11])[C:6](=[O:12])[C:5]12[CH2:14][CH2:13]1.C(=[NH:28])(C1C=CC=CC=1)C1C=CC=CC=1.C(=O)([O-])[O-].[Cs+].[Cs+].C1(P(C2C=CC=CC=2)C2C=CC3C(=CC=CC=3)C=2C2C3C(=CC=CC=3)C=CC=2P(C2C=CC=CC=2)C2C=CC=CC=2)C=CC=CC=1.Cl>C1C=CC(/C=C/C(/C=C/C2C=CC=CC=2)=O)=CC=1.C1C=CC(/C=C/C(/C=C/C2C=CC=CC=2)=O)=CC=1.C1C=CC(/C=C/C(/C=C/C2C=CC=CC=2)=O)=CC=1.[Pd].[Pd].CCOC(C)=O.C1COCC1.O1CCOCC1>[NH2:28][C:2]1[CH:3]=[C:4]2[C:8](=[CH:9][CH:10]=1)[N:7]([CH3:11])[C:6](=[O:12])[C:5]12[CH2:14][CH2:13]1 |f:2.3.4,7.8.9.10.11|. Procedure: Add 5′-bromo-1′-methylspiro[cyclopropane-1,3′-indolin]-2′-one (1.0 g, 4.0 mmol), benzophenone imine (1.4 g, 8.0 mmol), cesium carbonate (3.2 g, 10.0 mmol), (±)-2,2′-bis(diphenylphosphino)-1,1′-binaphthalene (BINAP, 500 mg, 0.80 mmol), tris(dibenzylideneacetone)dipalladium(0) [Pd2(dba)3, 500 mg, 0.55 mmol] to dioxane (20 mL), stir the reaction under nitrogen atmosphere at 110° C. overnight. Cool to room temperature; filter off the solid, concentrate the filtrate under reduced pressure to give a r... Starting materials: COC(CNC1=C2C(=C(N(C2=CC=C1)CC1=CC=CC=C1)CC)C(C(=O)N)=O)=O ([[3-(Aminooxoacetyl)-2-ethyl-1-(phenylmethyl)-1H-indol-4-yl]amino]acetic acid methyl ester), [OH-].[Na+] (NaOH), CO (MeOH), Cl (HCl). Run in CCOC(=O)C (EtOAc). Reaction conditions: time 1 hour. Yields the product NC(C(=O)C1=C(N(C2=CC=CC(=C12)NCC(=O)O)CC1=CC=CC=C1)CC)=O ([[3-(Aminooxoacetyl)-2-ethyl-1-(phenylmethyl)-1H-indol-4-yl]amino]acetic acid). Yield: 52.7%. Reaction SMILES: C[O:2][C:3](=[O:29])[CH2:4][NH:5][C:6]1[CH:14]=[CH:13][CH:12]=[C:11]2[C:7]=1[C:8]([C:24](=[O:28])[C:25]([NH2:27])=[O:26])=[C:9]([CH2:22][CH3:23])[N:10]2[CH2:15][C:16]1[CH:21]=[CH:20][CH:19]=[CH:18][CH:17]=1.[OH-].[Na+].CO.Cl>CCOC(C)=O>[NH2:27][C:25](=[O:26])[C:24]([C:8]1[C:7]2[C:11](=[CH:12][CH:13]=[CH:14][C:6]=2[NH:5][CH2:4][C:3]([OH:29])=[O:2])[N:10]([CH2:15][C:16]2[CH:17]=[CH:18][CH:19]=[CH:20][CH:21]=2)[C:9]=1[CH2:22][CH3:23])=[O:28] |f:1.2|. Procedure: A mixture of 190 mg (0.48 mmol) of [[3-(Aminooxoacetyl)-2-ethyl-1-(phenylmethyl)-1H-indol-4-yl]amino]acetic acid methyl ester, 5 ml of 1N NaOH, and 15 ml of MeOH was refluxed 0.33 hour, cooled, and stirred at room temperature for 1 hour. EtOAc and aqueous HCl were added and the EtOAc layer was washed with brine, dried over MgSO4, and evaporated in vacuo. The residue was crystallized from MeOH to give 96 mg (53%) of [[3-(Aminooxoacetyl)-2-ethyl-1-(phenylmethyl)-1H-indol-4-yl]amino]acetic acid mel... Starting materials: O1CC12CCN(CC2)C2=C(C=C(C=C2)N2C(O[C@H](C2)CNC(C)=O)=O)F ((S)—N-{3-[4-(1-oxa-6-aza-spiro[2.5]oct-6-yl)-3-fluorophenyl]-2-oxo-oxazolidin-5-ylmethyl}-acetamide), N1CCOCC1 (morpholine). Run in CO (methanol). Product: O1CCN(CC1)CC1(CCN(CC1)C1=C(C=C(C=C1)N1C(O[C@H](C1)CNC(C)=O)=O)F)O ((S)—N-{3-[4-(4-(1-Morpholinomethyl)-4-hydroxy piperidin-1-yl)-3-fluorophenyl]-2-oxo-oxazolidin-5-ylmethyl}-acetamide). Isolated yield 82.0%. RXN SMILES: [O:1]1[C:3]2([CH2:8][CH2:7][N:6]([C:9]3[CH:14]=[CH:13][C:12]([N:15]4[CH2:19][C@H:18]([CH2:20][NH:21][C:22](=[O:24])[CH3:23])[O:17][C:16]4=[O:25])=[CH:11][C:10]=3[F:26])[CH2:5][CH2:4]2)[CH2:2]1.[NH:27]1[CH2:32][CH2:31][O:30][CH2:29][CH2:28]1>CO>[O:30]1[CH2:31][CH2:32][N:27]([CH2:2][C:3]2([OH:1])[CH2:4][CH2:5][N:6]([C:9]3[CH:14]=[CH:13][C:12]([N:15]4[CH2:19][C@H:18]([CH2:20][NH:21][C:22](=[O:24])[CH3:23])[O:17][C:16]4=[O:25])=[CH:11][C:10]=3[F:26])[CH2:7][CH2:8]2)[CH2:28][CH2:29]1. Reported procedure: The title compound was prepared by reacting (S)—N-{3-[4-(1-oxa-6-aza-spiro[2.5]oct-6-yl)-3-fluorophenyl]-2-oxo-oxazolidin-5-ylmethyl}-acetamide (1.37 mmol) with morpholine (2.05 mmol) in methanol (15 ml) at a temperature 25° C. for 14 hours and by purifying the compound by silica gel column chromatography in 82% yield. Starting materials: O=[N+]([O-])c1ccc(F)c(CBr)c1, C1COCCN1, C1CCOC1, CCOC(C)=O, CCN(C(C)C)C(C)C. Yields the product O=[N+]([O-])c1ccc(F)c(CN2CCOCC2)c1. As a reaction SMILES: [Br:16][CH2:17][c:18]1[c:19]([F:27])[cH:20][cH:21][c:22]([N+:24](=[O:25])[O-:26])[cH:23]1.[CH2:10]1[CH2:11][O:12][CH2:13][CH2:14][NH:15]1.[CH2:34]1[O:35][CH2:36][CH2:37][CH2:38]1.[CH3:28][CH2:29][O:30][C:31]([CH3:32])=[O:33].[CH:1]([N:2]([CH2:3][CH3:4])[CH:5]([CH3:6])[CH3:7])([CH3:8])[CH3:9]>>[CH2:10]1[CH2:11][O:12][CH2:13][CH2:14][N:15]1[CH2:17][c:18]1[c:19]([F:27])[cH:20][cH:21][c:22]([N+:24](=[O:25])[O-:26])[cH:23]1. Reactants: N1=CN=C(C=C1)C=1N=C2N(CCCCC2)C(C1)=O (2-pyrimidin-4-yl-7,8,9,10-tetrahydro-6H-pyrimido[1,2-a]azepin-4-one), C[Si](C)(C)[N-][Si](C)(C)C.[Li+] (lithium bis(trimethylsilyl)amide), ClC1=CC(=C(C=C1)OC)N=C=S (4-chloro-2-isothiocyanato-1-methoxy-benzene). Solvent: O1CCCC1 (tetrahydrofuran), O1CCCC1 (tetrahydrofuran), [Cl-].[NH4+] (ammonium chloride), ClCCl (dichloromethane). Product: ClC=1C=CC(=C(C1)NC(=S)C1C=2N(CCCC1)C(C=C(N2)C2=NC=NC=C2)=O)OC ((+/−)-4-oxo-2-pyrimidin-4-yl-4,6,7,8,9,10-hexahydro-pyrimido[1,2-a]azepine-10-carbothioic acid N-(5-chloro-2-methoxy-phenyl)-amide). Procedure: To a solution of 0.400 g (1.65 mmol) of 2-pyrimidin-4-yl-7,8,9,10-tetrahydro-6H-pyrimido[1,2-a]azepin-4-one (step 1 of example 6) in 16 mL of dry tetrahydrofuran at −50° C., was added 1.82 mL (1.82 mmol) of lithium bis(trimethylsilyl)amide (1M in tetrahydrofuran). The resulting mixture was stirred at −50° C. for 10 min. 0.494 g (2.48 mmol) of 4-chloro-2-isothiocyanato-1-methoxy-benzene dissolved in 2 mL of tetrahydrofuran was added at −50° C. the resulting mixture was stirred for 2 hours. The mi... Isolated yield 30.7%. Conditions: temperature -50 celsius, time 10 minute. Reaction SMILES: [N:1]1[CH:6]=[CH:5][C:4]([C:7]2[N:8]=[C:9]3[CH2:15][CH2:14][CH2:13][CH2:12][CH2:11][N:10]3[C:16](=[O:18])[CH:17]=2)=[N:3][CH:2]=1.C[Si]([N-][Si](C)(C)C)(C)C.[Li+].[Cl:29][C:30]1[CH:35]=[CH:34][C:33]([O:36][CH3:37])=[C:32]([N:38]=[C:39]=[S:40])[CH:31]=1>O1CCCC1.[Cl-].[NH4+].ClCCl>[Cl:29][C:30]1[CH:35]=[CH:34][C:33]([O:36][CH3:37])=[C:32]([NH:38][C:39]([CH:15]2[CH2:14][CH2:13][CH2:12][CH2:11][N:10]3[C:16](=[O:18])[CH:17]=[C:7]([C:4]4[CH:5]=[CH:6][N:1]=[CH:2][N:3]=4)[N:8]=[C:9]23)=[S:40])[CH:31]=1 |f:1.2,5.6|. Starting materials: C[O-].[Na+] (sodium methoxide), C(C)(=O)S[C@H]1C[C@H](N(C1)C(=O)OCC1=CC=C(C=C1)[N+](=O)[O-])CN1C=2N(CCC1)N=CC2 ((2S,4S)-4-acetylthio-1-(4-nitrobenzyloxycarbonyl) -2-{4,5,6,7-tetrahydropyrazolo [1,5-a]pyrimidin-4-yl}methylpyrrolidine), C(C)(=O)O (acetic acid). The solvent is CO (methanol), CO (methanol), O1CCCC1 (tetrahydrofuran). Run at time 15 minute. The product is S[C@H]1C[C@H](N(C1)C(=O)OCC1=CC=C(C=C1)[N+](=O)[O-])CN1C=2N(CCC1)N=CC2 ((2S,4S)-4-mercapto-1-(4-nitrobenzyloxycarbonyl) -2-{4,5,6,7-tetrahydropyrazolo[ 1,5-a]pyrimidin-4-yl}methylpyrrolidine). Isolated yield 89.2%. RXN SMILES: C([S:4][C@@H:5]1[CH2:9][N:8]([C:10]([O:12][CH2:13][C:14]2[CH:19]=[CH:18][C:17]([N+:20]([O-:22])=[O:21])=[CH:16][CH:15]=2)=[O:11])[C@H:7]([CH2:23][N:24]2[CH2:29][CH2:28][CH2:27][N:26]3[N:30]=[CH:31][CH:32]=[C:25]23)[CH2:6]1)(=O)C.C[O-].[Na+].C(O)(=O)C>CO.O1CCCC1>[SH:4][C@@H:5]1[CH2:9][N:8]([C:10]([O:12][CH2:13][C:14]2[CH:15]=[CH:16][C:17]([N+:20]([O-:22])=[O:21])=[CH:18][CH:19]=2)=[O:11])[C@H:7]([CH2:23][N:24]2[CH2:29][CH2:28][CH2:27][N:26]3[N:30]=[CH:31][CH:32]=[C:25]23)[CH2:6]1 |f:1.2|. Reported procedure: To a solution of (2S,4S)-4-acetylthio-1-(4-nitrobenzyloxycarbonyl) -2-{4,5,6,7-tetrahydropyrazolo [1,5-a]pyrimidin-4-yl}methylpyrrolidine (2.22 g) in a mixture of methanol (40 ml) and tetrahydrofuran (20 ml) was added 28% sodium methoxide in methanol solution (0.98 ml) under ice-cooling and the mixture was stirred at the same temperature for 15 minutes. To the reaction mixture was added acetic acid (0.29 ml) at the same temperature and the mixture was evaporated in vacuo. The resulting residue w...